Dataset: the Open Reaction Database (ORD), a public repository of structured organic reaction records. Task: describe an organic reaction: reactants, conditions, products, and yield Starting materials: CN1CCCC1=O, CC(C)c1ccc2[nH]c3c(c2c1)CN(C)CC3, C=Cc1cnccc1C(F)(F)F, [K+], [OH-]. The product is CC(C)c1ccc2c(c1)c1c(n2CCc2cnccc2C(F)(F)F)CCN(C)C1. Reaction SMILES: [CH3:32][N:33]1[CH2:34][CH2:35][CH2:36][C:37]1=[O:38].[CH:1]([CH3:2])([CH3:3])[c:4]1[cH:5][c:6]2[c:7]3[c:8]([nH:9][c:10]2[cH:11][cH:12]1)[CH2:13][CH2:14][N:15]([CH3:17])[CH2:16]3.[F:18][C:19]([c:20]1[c:21]([CH:26]=[CH2:27])[cH:22][n:23][cH:24][cH:25]1)([F:28])[F:29].[K+:31].[OH-:30]>>[CH:1]([CH3:2])([CH3:3])[c:4]1[cH:5][c:6]2[c:7]3[c:8]([n:9]([CH2:27][CH2:26][c:21]4[c:20]([C:19]([F:18])([F:28])[F:29])[cH:25][cH:24][n:23][cH:22]4)[c:10]2[cH:11][cH:12]1)[CH2:13][CH2:14][N:15]([CH3:17])[CH2:16]3. Reactants: [Si](C)(C)(C(C)(C)C)OC[C@H](CC(CO)(C)C)N(C(OC(C)(C)C)=O)C ((S)-tert-butyl 1-(tert-butyldimethylsilyloxy)-5-hydroxy-4,4-dimethylpentan-2-yl(methyl)carbamate), N1=CC=CC=C1 (pyridine), C(C)(=O)Cl (acetyl chloride). Solvent: C1CCOC1 (THF). Reaction conditions: time 8 hour. Yields the product C(C)(=O)OCC(C[C@@H](CO[Si](C)(C)C(C)(C)C)N(C)C(=O)OC(C)(C)C)(C)C ((S)-4-(tert-butoxycarbonyl(methyl)amino)-5-(tert-butyldimethylsilyloxy)-2,2-dimethylpentyl acetate). The yield is 99.6%. Reaction SMILES: [Si:1]([O:8][CH2:9][C@@H:10]([N:17]([CH3:25])[C:18](=[O:24])[O:19][C:20]([CH3:23])([CH3:22])[CH3:21])[CH2:11][C:12]([CH3:16])([CH3:15])[CH2:13][OH:14])([C:4]([CH3:7])([CH3:6])[CH3:5])([CH3:3])[CH3:2].N1C=CC=CC=1.[C:32](Cl)(=[O:34])[CH3:33]>C1COCC1>[C:32]([O:14][CH2:13][C:12]([CH3:16])([CH3:15])[CH2:11][C@H:10]([N:17]([C:18]([O:19][C:20]([CH3:23])([CH3:22])[CH3:21])=[O:24])[CH3:25])[CH2:9][O:8][Si:1]([C:4]([CH3:7])([CH3:5])[CH3:6])([CH3:2])[CH3:3])(=[O:34])[CH3:33]. Reported procedure: To a solution of (S)-tert-butyl 1-(tert-butyldimethylsilyloxy)-5-hydroxy-4,4-dimethylpentan-2-yl(methyl)carbamate (1.23 g, 3.27 mmol) in THF (20 mL) were added pyridine (0.79 mL) and acetyl chloride (0.386 g, 4.91 mmol). The reaction mixture was stirred at RT overnight and filtered. The filtrate was concentrated to give (S)-4-(tert-butoxycarbonyl(methyl)amino)-5-(tert-butyldimethylsilyloxy)-2,2-dimethylpentyl acetate (1.36 g, crude), which was used without further purification. LRMS (M-Boc+H+) m...